Dataset: the Open Reaction Database (ORD), a public repository of structured organic reaction records. Task: describe an organic reaction: reactants, conditions, products, and yield Reaction conditions: temperature 80 celsius. Reactants: [Si](C)(C)(C(C)(C)C)O[C@@H](CN(C(OC(C)(C)C)=O)C[C@H]1OC2=CC=C(C=C2CC1)B1OC(C(O1)(C)C)(C)C)COC1=CC=CC=C1 (tert-butyl (2S)-2-{[tert-butyl(dimethyl)silyl]oxy}-3-phenoxypropyl{[(2S)-6-(4,4,5,5-tetramethyl-1,3,2-dioxaborolan-2-yl)-3,4-dihydro-2H-chromen-2-yl]methyl}carbamate), FC(S(=O)(=O)OC=1C=CC2=C(OC(OC2=O)(C)C)C1)(F)F (2,2-dimethyl-4-oxo-4H-1,3-benzodioxin-7-yl trifluoromethanesulfonate), C([O-])(O)=O.[Na+] (sodium bicarbonate). Reported procedure: To a degassed solution of tert-butyl (2S)-2-{[tert-butyl(dimethyl)silyl]oxy}-3-phenoxypropyl{[(2S)-6-(4,4,5,5-tetramethyl-1,3,2-dioxaborolan-2-yl)-3,4-dihydro-2H-chromen-2-yl]methyl}carbamate (1.0 g, 1.53 mmol, 1.0 eq.) in toluene (12 mL) were added 2,2-dimethyl-4-oxo-4H-1,3-benzodioxin-7-yl trifluoromethanesulfonate (0.60 g, 1.84 mmol, 1.2 equiv.), dichloro[1,1′-bis(diphenylphosphino)ferrocene] palladium(II) dichloromethane adduct (0.18 g, 0.23 mmol, 0.15 eq.) and saturated sodium bicarbonate (... As a reaction SMILES: [Si:1]([O:8][C@H:9]([CH2:39][O:40][C:41]1[CH:46]=[CH:45][CH:44]=[CH:43][CH:42]=1)[CH2:10][N:11]([CH2:19][C@@H:20]1[CH2:29][CH2:28][C:27]2[C:22](=[CH:23][CH:24]=[C:25](B3OC(C)(C)C(C)(C)O3)[CH:26]=2)[O:21]1)[C:12](=[O:18])[O:13][C:14]([CH3:17])([CH3:16])[CH3:15])([C:4]([CH3:7])([CH3:6])[CH3:5])([CH3:3])[CH3:2].FC(F)(F)S(O[C:53]1[CH:54]=[CH:55][C:56]2[C:61](=[O:62])[O:60][C:59]([CH3:64])([CH3:63])[O:58][C:57]=2[CH:65]=1)(=O)=O.C(=O)(O)[O-].[Na+]>C1(C)C=CC=CC=1.C1C=CC([PH+]([C]2[CH][CH][CH][CH]2)C2C=CC=CC=2)=CC=1.C1C=CC([PH+]([C]2[CH][CH][CH][CH]2)C2C=CC=CC=2)=CC=1.C(Cl)Cl.Cl[Pd]Cl.[Fe]>[Si:1]([O:8][C@H:9]([CH2:39][O:40][C:41]1[CH:46]=[CH:45][CH:44]=[CH:43][CH:42]=1)[CH2:10][N:11]([CH2:19][C@@H:20]1[CH2:29][CH2:28][C:27]2[C:22](=[CH:23][CH:24]=[C:25]([C:53]3[CH:54]=[CH:55][C:56]4[C:61](=[O:62])[O:60][C:59]([CH3:64])([CH3:63])[O:58][C:57]=4[CH:65]=3)[CH:26]=2)[O:21]1)[C:12](=[O:18])[O:13][C:14]([CH3:17])([CH3:16])[CH3:15])([C:4]([CH3:5])([CH3:6])[CH3:7])([CH3:3])[CH3:2] |f:2.3,5.6.7.8.9,^1:84,85,86,87,88,102,103,104,105,106|. The solvent is C1(=CC=CC=C1)C (toluene). Product: [Si](C)(C)(C(C)(C)C)O[C@@H](CN(C(OC(C)(C)C)=O)C[C@H]1OC2=CC=C(C=C2CC1)C=1C=CC2=C(OC(OC2=O)(C)C)C1)COC1=CC=CC=C1 (tert-butyl (2S)-2-{[tert-butyl(dimethyl)silyl]oxy}-3-phenoxypropyl{[(2S)-6-(2,2-dimethyl-4-oxo-4H-1,3-benzodioxin-7-yl)-3,4-dihydro-2H-chromen-2-yl]methyl}carbamate). Reagents/catalysts: C1=CC=C(C=C1)[PH+](C2=CC=CC=C2)[C]3[CH][CH][CH][CH]3.C1=CC=C(C=C1)[PH+](C2=CC=CC=C2)[C]3[CH][CH][CH][CH]3.C(Cl)Cl.Cl[Pd]Cl.[Fe] (dichloro[1,1′-bis(diphenylphosphino)ferrocene] palladium(II) dichloromethane adduct). Yield: 75.2%. Reactants: compound C, N(N)C=1C=NC2=C(N1)C=CC=C2 (2-hydrazino-1,4-benzodiazine), COC=1C=C(C=CC1OC)C1=NN(C([C@H]2CCCC[C@@H]12)=O)CCO ((cis)-4-(3,4-Dimethoxyphenyl)-2-(2-hydroxy-1-ethyl)-4a,5,6,7,8,8a-hexahydro-2H-phthalazin-1-one). Product: COC=1C=C(C=CC1OC)C1=NN(C([C@H]2CC=CC[C@@H]12)=O)C=1C=NC2=C(N1)C=CC=C2 ((cis)-4-(3,4-Dimethoxyphenyl)-2-(1,4-benzodiazin-2yl)-4a,5,8,8a-tetrahydro-2H-phthalazin-1-one). Reaction SMILES: [NH:1]([C:3]1[CH:4]=[N:5][C:6]2[CH:12]=[CH:11][CH:10]=[CH:9][C:7]=2[N:8]=1)[NH2:2].[CH3:13][O:14][C:15]1[CH:16]=[C:17]([C:23]2[C@H:32]3[C@H:27]([CH2:28][CH2:29][CH2:30][CH2:31]3)[C:26](=[O:33])N(CCO)N=2)[CH:18]=[CH:19][C:20]=1[O:21][CH3:22]>>[CH3:13][O:14][C:15]1[CH:16]=[C:17]([C:23]2[C@H:32]3[C@H:27]([CH2:28][CH:29]=[CH:30][CH2:31]3)[C:26](=[O:33])[N:1]([C:3]3[CH:4]=[N:5][C:6]4[CH:12]=[CH:11][CH:10]=[CH:9][C:7]=4[N:8]=3)[N:2]=2)[CH:18]=[CH:19][C:20]=1[O:21][CH3:22]. Procedure: Prepared from compound C and 2-hydrazino-1,4-benzodiazine as described for compound 35. Purified by chromatography and crystallized from diethyl ether. M.p. 154°-156° C. Starting materials: [BH4-], CCOc1ccc(C(=O)c2cc(Br)ccc2Cl)cc1F, [Na+]. Yields the product CCOc1ccc(C(O)c2cc(Br)ccc2Cl)cc1F. RXN SMILES: [BH4-:21].[Br:1][c:2]1[cH:3][cH:4][c:5]([Cl:20])[c:6]([C:8](=[O:9])[c:10]2[cH:11][c:12]([F:19])[c:13]([O:16][CH2:17][CH3:18])[cH:14][cH:15]2)[cH:7]1.[Na+:22]>>[Br:1][c:2]1[cH:3][cH:4][c:5]([Cl:20])[c:6]([CH:8]([OH:9])[c:10]2[cH:11][c:12]([F:19])[c:13]([O:16][CH2:17][CH3:18])[cH:14][cH:15]2)[cH:7]1. Reactants: CCOC(=O)c1cccc(N)c1, Cc1ccccc1, O=S(=O)(Cl)c1cccc(Cl)c1. Yields the product CCOC(=O)c1cccc(NS(=O)(=O)c2cccc(Cl)c2)c1. As a reaction SMILES: [CH2:12]([CH3:13])[O:14][C:15]([c:16]1[cH:17][c:18]([NH2:22])[cH:19][cH:20][cH:21]1)=[O:23].[CH3:24][c:25]1[cH:26][cH:27][cH:28][cH:29][cH:30]1.[Cl:1][c:2]1[cH:3][c:4]([S:8](=[O:9])(=[O:10])[Cl:11])[cH:5][cH:6][cH:7]1>>[Cl:1][c:2]1[cH:3][c:4]([S:8](=[O:9])(=[O:10])[NH:22][c:18]2[cH:17][c:16]([C:15]([O:14][CH2:12][CH3:13])=[O:23])[cH:21][cH:20][cH:19]2)[cH:5][cH:6][cH:7]1. The reactants are CS(=O)(=O)Cl (methanesulphonyl chloride), C(C1=CC=CC=C1)OC=1C=CC(=[N+](C1)[O-])CC(C(C)(C)OC1=CC=C(C=C1)C#N)O (5-benzyloxy-2-[3-(4-cyanophenoxy)-2-hydroxy -3-methylbutyl]pyridine N-oxide), N1=C(C=CC=C1C)C (2,6-lutidine), N1=C(C=CC=C1C)C (2,6-lutidine), CS(=O)(=O)Cl (methanesulphonyl chloride), N1=C(C=CC=C1C)C (2,6-lutidine), CS(=O)(=O)Cl (methanesulphonyl chloride). Run in ClCCl (dichloromethane), ClCCl (dichloromethane). Run at time 4.5 hour. Yields the product C(C1=CC=CC=C1)OC=1C=CC(=[N+](C1)[O-])CC(C(C)(C)OC1=CC=C(C=C1)C#N)OS(=O)(=O)C (5-benzyloxy-2-[3-(4-cyanophenoxy)-3-methyl-2-(methylsulphonyloxy)butyl]pyridine N-oxide). Isolated yield 32.4%. Reaction SMILES: [CH3:1][S:2](Cl)(=[O:4])=[O:3].[CH2:6]([O:13][C:14]1[CH:15]=[CH:16][C:17]([CH2:21][CH:22]([OH:35])[C:23]([O:26][C:27]2[CH:32]=[CH:31][C:30]([C:33]#[N:34])=[CH:29][CH:28]=2)([CH3:25])[CH3:24])=[N+:18]([O-:20])[CH:19]=1)[C:7]1[CH:12]=[CH:11][CH:10]=[CH:9][CH:8]=1.N1C(C)=CC=CC=1C>ClCCl>[CH2:6]([O:13][C:14]1[CH:15]=[CH:16][C:17]([CH2:21][CH:22]([O:35][S:2]([CH3:1])(=[O:4])=[O:3])[C:23]([O:26][C:27]2[CH:32]=[CH:31][C:30]([C:33]#[N:34])=[CH:29][CH:28]=2)([CH3:25])[CH3:24])=[N+:18]([O-:20])[CH:19]=1)[C:7]1[CH:12]=[CH:11][CH:10]=[CH:9][CH:8]=1. Procedure details: 0.7 g of methanesulphonyl chloride was added to a stirred solution of 2.3 g of 5-benzyloxy-2-[3-(4-cyanophenoxy)-2-hydroxy -3-methylbutyl]pyridine N-oxide and 1 ml of 2,6-lutidine in 10 ml of dichloromethane. The mixture was stirred for 4.5 hours and then a further 1 ml of 2,6-lutidine and 0.7 g of methanesulphonyl chloride were added. After 2.5 hours a further 1 ml of 2,6-lutidine and 0.7 g of methanesulphonyl chloride were added and the mixture was stirred for 16 hours. The mixture was then di... Starting materials: FC=1C=CC(=C(C1)C=1C(=CC(=CC1)[N+](=O)[O-])C(=O)O)OC (5'-fluoro-2'-methoxy-4-nitro-2-biphenylcarboxylic acid), COC1=C(C=C(C=C1)OC)C=1C(=CC(=CC1)[N+](=O)[O-])C(=O)OC (methyl 2',5'-dimethoxy-4-nitro-2-biphenylcarboxylate). Product: COC1=C(C=CC=C1)C=1C(=CC(=C(C1)OC)[N+](=O)[O-])C(=O)O (2',5-dimethoxy-4-nitro-2-biphenylcarboxylic acid). Isolated yield 99.0%. Reaction SMILES: F[C:2]1[CH:3]=[CH:4][C:5]([O:20][CH3:21])=[C:6]([C:8]2[C:9]([C:17]([OH:19])=[O:18])=[CH:10][C:11]([N+:14]([O-:16])=[O:15])=[CH:12][CH:13]=2)[CH:7]=1.[CH3:22][O:23]C1C=CC(OC)=CC=1C1C(C(OC)=O)=CC([N+]([O-])=O)=CC=1>>[CH3:21][O:20][C:5]1[CH:4]=[CH:3][CH:2]=[CH:7][C:6]=1[C:8]1[C:9]([C:17]([OH:19])=[O:18])=[CH:10][C:11]([N+:14]([O-:16])=[O:15])=[C:12]([O:23][CH3:22])[CH:13]=1. Procedure: This compound was prepared in a manner similar to that of 5'-fluoro-2'-methoxy-4-nitro-2-biphenylcarboxylic acid (EXAMPLE 107) from methyl 2',5'-dimethoxy-4-nitro-2-biphenylcarboxylate (2.07 g) to afford 1.93 g (99%) of 2',5-dimethoxy-4-nitro-2-biphenylcarboxylic acid as a white solid. Data for 2', 5'-dimethoxy-4-nitro-2-biphenylcarboxylic acid: 1H NMR (400 MHz, acetone-d6) 8.64 (d, J=2.5, 1H), 8.43 (dd, J=8.4, 2.6, 1H), 7.67 (d, J=8.5, 1H), 6.94 (m, 2H), 3.80 (s, 3H), 3.68 (s, 3H).